The task is: describe an organic reaction: reactants, conditions, products, and yield. This data is from the Open Reaction Database (ORD), a public repository of structured organic reaction records. The reactants are CCOC(C)=O, CCO, [H][H], COC(=O)C(CO)N(Cc1cc(C)ccc1[N+](=O)[O-])S(=O)(=O)c1ccc(OC)cc1. Product: COC(=O)C(CO)N(Cc1cc(C)ccc1N)S(=O)(=O)c1ccc(OC)cc1. RXN SMILES: [C:33]([O:34][CH2:35][CH3:36])(=[O:37])[CH3:38].[CH2:39]([OH:40])[CH3:41].[H:31][H:32].[OH:1][CH2:2][CH:3]([C:4](=[O:5])[O:6][CH3:7])[N:8]([CH2:9][c:10]1[c:11]([N+:17]([O-:18])=[O:19])[cH:12][cH:13][c:14]([CH3:16])[cH:15]1)[S:20](=[O:21])(=[O:22])[c:23]1[cH:24][cH:25][c:26]([O:29][CH3:30])[cH:27][cH:28]1>>[OH:1][CH2:2][CH:3]([C:4](=[O:5])[O:6][CH3:7])[N:8]([CH2:9][c:10]1[c:11]([NH2:17])[cH:12][cH:13][c:14]([CH3:16])[cH:15]1)[S:20](=[O:21])(=[O:22])[c:23]1[cH:24][cH:25][c:26]([O:29][CH3:30])[cH:27][cH:28]1. Starting materials: BrC=1C=CC=C2C1C(=O)OC(N2)=O (6-bromo-isatoic acid anhydride), C1CN[C@@H]1C(=O)O (L-azetidine-2-carboxylic acid). Solvent: CS(=O)C (dimethyl sulphoxide). Yields the product BrC1=CC=CC2=C1C(N1[C@H](C(N2)=O)CC1)=O ((S)-5-bromo-1,10a-dihydroazeto[2,1-c][1,4]benzodiazepine-4,10(2H,9H)-dione). As a reaction SMILES: [Br:1][C:2]1[CH:3]=[CH:4][CH:5]=[C:6]2[NH:12][C:11](=[O:13])[O:10][C:8](=O)[C:7]=12.[CH2:14]1[C@@H:17](C(O)=O)[NH:16][CH2:15]1>CS(C)=O>[Br:1][C:2]1[C:7]2[C:8](=[O:10])[N:16]3[CH2:17][CH2:14][C@H:15]3[C:11](=[O:13])[NH:12][C:6]=2[CH:5]=[CH:4][CH:3]=1. Procedure: 25 g (103 mmol) of 6-bromo-isatoic acid anhydride and 10.44 g (103 mmol) of L-azetidine-2-carboxylic acid in 100 ml of dimethyl sulphoxide are stirred at 95° for 25 minutes, the dimethyl sulphoxide is removed in vacuo and the residue is heated to 150° for 3 hours in a high vacuum. By chromatography of the resulting material on silica gel while eluting with ethyl acetate and subsequent recrystallization from ethyl acetate there is obtained (S)-5-bromo-1,10a-dihydroazeto[2,1-c][1,4]benzodiazepine-... Reactants: FC(C=1C=C(C=CC1)C1CCNC=2N1N=CC2C(=O)N)(F)F (4,5,6,7-Tetrahydro-7-(3-(trifluoromethyl)Phenyl)-pyrazolo(1,5-a)pyrimidine-3-carboxamide), C(=O)(N1C=NC=C1)N1C=NC=C1 (1,1'-carbonyldiimidazole). Run in O1CCCC1 (tetrahydrofuran), O1CCCC1 (tetrahydrofuran). Yields the product FC(C=1C=C(C=CC1)C1CCN2C(NC(C=3C=NN1C32)=O)=O)(F)F (7,8-Dihydro-8-(3-(trifluoromethyl)phenyl)-3H,6H-1,4,5a,8a-tetraazaacenaphthylene-3,5(4H)-dione). As a reaction SMILES: [F:1][C:2]([F:22])([F:21])[C:3]1[CH:4]=[C:5]([CH:9]2[N:14]3[N:15]=[CH:16][C:17]([C:18]([NH2:20])=[O:19])=[C:13]3[NH:12][CH2:11][CH2:10]2)[CH:6]=[CH:7][CH:8]=1.[C:23](N1C=CN=C1)(N1C=CN=C1)=[O:24]>O1CCCC1>[F:22][C:2]([F:21])([F:1])[C:3]1[CH:4]=[C:5]([CH:9]2[N:14]3[C:13]4[N:12]([C:23](=[O:24])[NH:20][C:18](=[O:19])[C:17]=4[CH:16]=[N:15]3)[CH2:11][CH2:10]2)[CH:6]=[CH:7][CH:8]=1. Procedure: To a 3.0 g portion of 4,5,6,7-tetrahydro-7-(3-(trifluoromethyl)phenyl)pyrazolo(1,5-a)pyrimidine-3-carboxamide (Example 13) suspended in 40 ml of dry tetrahydrofuran is added portionwise under nitrogen 8.0 g of 1,1'-carbonyldiimidazole and 60 ml of dry tetrahydrofuran. The reaction mixture is heated at reflux for 96 hours, and then is cooled to give a white precipitate which is collected by filtration. The precipitate is treated with 10 ml of water, filtered and dried to give 1.05 g of the desire... Reactants: CC=1N(C=CN1)CCCC(=O)C1=CC=C(C=C1)C(F)(F)F (4-(2-methyl-1-(1H)-imidazolyl)-1-(4-trifluoromethylphenyl)-1-butanone), Cl.Cl.NCCON (O-(2-aminoethyl)hydroxylamine dihydrochloride), N1=CC=CC=C1 (pyridine), C(C)O (ethanol). Run in [OH-].[Na+] (sodium hydroxide), C(C)(=O)OCC (ethyl acetate). Conditions: time 3 hour. Product: Cl.Cl.NCCON=C(CCCN1C(=NC=C1)C)C1=CC=C(C=C1)C(F)(F)F (4-(2-Methyl1-(1H)-imidazolyl)-1-(4-trifluoromethylphenyl)-1-butanone O-(2-aminoethyl)oxime dihydrochloride). Isolated yield 61.0%. Reaction SMILES: [CH3:1][C:2]1[N:3]([CH2:7][CH2:8][CH2:9][C:10]([C:12]2[CH:17]=[CH:16][C:15]([C:18]([F:21])([F:20])[F:19])=[CH:14][CH:13]=2)=O)[CH:4]=[CH:5][N:6]=1.[ClH:22].Cl.[NH2:24][CH2:25][CH2:26][O:27][NH2:28].N1C=CC=CC=1.C(O)C>[OH-].[Na+].C(OCC)(=O)C>[ClH:22].[ClH:22].[NH2:24][CH2:25][CH2:26][O:27][N:28]=[C:10]([C:12]1[CH:17]=[CH:16][C:15]([C:18]([F:21])([F:20])[F:19])=[CH:14][CH:13]=1)[CH2:9][CH2:8][CH2:7][N:3]1[CH:4]=[CH:5][N:6]=[C:2]1[CH3:1] |f:1.2.3,6.7,9.10.11|. Procedure: A mixture of 4-(2-methyl-1-(1H)-imidazolyl)-1-(4-trifluoromethylphenyl)-1-butanone (2.65 g), O-(2-aminoethyl)hydroxylamine dihydrochloride (1.60 g), 3 equivalents of pyridine, and absolute ethanol (75 ml) was heated under reflux, under nitrogen, with stirring, for three hrs. The reaction mixture was diluted with 10% sodium hydroxide solution and ethyl acetate. The layers were separated. The aqueous phase was extracted with ethyl acetate. The organic layers were dried over anhydrous sodium sulfat... The reactants are C1N2CN3CN1CN(C2)C3 (Hexamethylenetetramine), N12CCCCCC2=NCCC1 (1,8-diazabicyclo(5,4,0)undec-7-ene), CC=1OCC(N1)C(=O)OC (methyl 2-methyl-4,5-dihydrooxazole-4-carboxylate). Reagents/catalysts: [Cu](Br)Br (copper bromide). Solvent: ClCCl (dichloromethane). Run at time 12 hour. The product is CC=1OC=C(N1)C(=O)OC (methyl 2-methyloxazol-4-carboxylate). The yield is 37.2%. RXN SMILES: C1N2CN3CN(C2)CN1C3.N12CCCN=C1CCCCC2.[CH3:22][C:23]1[O:24][CH2:25][CH:26]([C:28]([O:30][CH3:31])=[O:29])[N:27]=1>ClCCl.[Cu](Br)Br>[CH3:22][C:23]1[O:24][CH:25]=[C:26]([C:28]([O:30][CH3:31])=[O:29])[N:27]=1. Reported procedure: Hexamethylenetetramine (11.7 g, 5.00 mmol) and 1,8-diazabicyclo(5,4,0)undec-7-ene were added to a stirred suspension of copper bromide (18.7 g, 83.85 mmol) in dichloromethane (50 mL) at 0° C. and purged with argon gas for 20 min. To the mixture was added methyl 2-methyl-4,5-dihydrooxazole-4-carboxylate (3 g, 20.97 mmol) at 0° C. The mixture was allowed to warm to ambient temperature and stirred for a further 12 h. The solvent was removed in vacuo and the resulting residue partitioned between eth... Starting materials: CC(C)(C)OC(=O)N1CCn2c(C(=O)c3ccccc3)nc(C(=O)O)c2C1, CNC(=O)C(N)C(C)(C)C. The product is CNC(=O)C(NC(=O)c1nc(C(=O)c2ccccc2)n2c1CN(C(=O)OC(C)(C)C)CC2)C(C)(C)C. Reaction SMILES: [C:1]([c:2]1[cH:3][cH:4][cH:5][cH:6][cH:7]1)(=[O:8])[c:9]1[n:10][c:11]([C:25](=[O:26])[OH:27])[c:12]2[n:13]1[CH2:14][CH2:15][N:16]([C:18](=[O:19])[O:20][C:21]([CH3:22])([CH3:23])[CH3:24])[CH2:17]2.[CH3:28][NH:29][C:30]([CH:31]([NH2:32])[C:33]([CH3:34])([CH3:35])[CH3:36])=[O:37]>>[C:1]([c:2]1[cH:3][cH:4][cH:5][cH:6][cH:7]1)(=[O:8])[c:9]1[n:10][c:11]([C:25](=[O:27])[NH:32][CH:31]([C:30]([NH:29][CH3:28])=[O:37])[C:33]([CH3:34])([CH3:35])[CH3:36])[c:12]2[n:13]1[CH2:14][CH2:15][N:16]([C:18](=[O:19])[O:20][C:21]([CH3:22])([CH3:23])[CH3:24])[CH2:17]2. RXN SMILES: [CH3:20][OH:21].[CH3:25][C:26](=[O:27])[OH:28].[NH2:1][C:2]1=[N:3][c:4]2[c:5]([cH:15][c:16]([CH3:19])[cH:17][cH:18]2)[C:6]([c:9]2[cH:10][cH:11][cH:12][cH:13][cH:14]2)=[N:7][CH2:8]1.[NH2:23][NH2:24].[OH2:22]>>[NH:1]([C:2]1=[N:3][c:4]2[c:5]([cH:15][c:16]([CH3:19])[cH:17][cH:18]2)[C:6]([c:9]2[cH:10][cH:11][cH:12][cH:13][cH:14]2)=[N:7][CH2:8]1)[NH2:23]. Yields the product Cc1ccc2c(c1)C(c1ccccc1)=NCC(NN)=N2. Starting materials: CO, CC(=O)O, Cc1ccc2c(c1)C(c1ccccc1)=NCC(N)=N2, NN, O.